Task: describe an organic reaction: reactants, conditions, products, and yield. Dataset: the Open Reaction Database (ORD), a public repository of structured organic reaction records The reactants are C(C)(=O)OC(C)=O (acetic anhydride), N1=CC=CC=C1 (pyridine), OC1CN(CC12CC2)[C@H](C)C2=CC=CC=C2 (7-hydroxy-5-[1-(R)-phenylethyl]-5-azaspiro[2.4]heptane). The solvent is C(C)(=O)OCC (Ethyl acetate). Reaction conditions: time 3 hour. Product: C(C)(=O)OC1CN(CC12CC2)[C@H](C)C2=CC=CC=C2 (7-acetoxy-5-[1-(R)-phenylethyl]-5-azaspiro[2.4]heptane). RXN SMILES: [C:1]([O:4][C:5](=[O:7])[CH3:6])(=O)[CH3:2].N1C=CC=CC=1.OC1[C:19]2([CH2:21][CH2:20]2)[CH2:18][N:17]([C@@H:22]([C:24]2[CH:29]=[CH:28][CH:27]=[CH:26][CH:25]=2)[CH3:23])C1>C(OCC)(=O)C>[C:5]([O:4][CH:1]1[C:19]2([CH2:20][CH2:21]2)[CH2:18][N:17]([C@@H:22]([C:24]2[CH:25]=[CH:26][CH:27]=[CH:28][CH:29]=2)[CH3:23])[CH2:2]1)(=[O:7])[CH3:6]. Reported procedure: A suspension of 1.5 g of compound 12 and 500 mg of lithium aluminum hydride in 30 ml of tetrahydrofuran was refluxed for 16 hours. 0.5 ml of water, 0.5 ml of 15% aqueous sodium hydroxide and 1.5 ml of water were added to the mixture in the mentioned order, and the mixture was stirred at room temperature for 30 minutes. The insoluble material was removed by filtration and the filtrate was concentrated to dryness to yield 1.4 g of 7-hydroxy-5-[1-(R)-phenylethyl]-5-azaspiro[2.4]heptane as a pale ye... Reaction conditions: time 3 day. Run in CO (methanol), O (water). Procedure: To a solution of tert-butyl (6RS,7RS)-6-(cyanomethyl)-7-(3,4-dichlorophenyl)-1,4-oxazepane-4-carboxylate (900 mg) in methanol (7 mL)-water (2 mL) were added saturated aqueous sodium hydrogen carbonate (1 mL) and 35% aqueous hydrogen peroxide (3 mL), and the mixture was stirred for 3 days. To the reaction mixture was added saturated aqueous sodium thiosulfate solution, and the mixture was extracted twice with ethyl acetate. The combined organic layers were washed with brine, and dried over anhydr... The reactants are S(=S)(=O)([O-])[O-].[Na+].[Na+] (sodium thiosulfate), C(#N)CC1CN(CCOC1C1=CC(=C(C=C1)Cl)Cl)C(=O)OC(C)(C)C (tert-butyl (6RS,7RS)-6-(cyanomethyl)-7-(3,4-dichlorophenyl)-1,4-oxazepane-4-carboxylate), C(O)([O-])=O.[Na+] (sodium hydrogen carbonate), OO (hydrogen peroxide). Yields the product NC(CC1CN(CCOC1C1=CC(=C(C=C1)Cl)Cl)C(=O)OC(C)(C)C)=O (tert-butyl (6RS,7RS)-6-(2-amino-2-oxoethyl)-7-(3,4-dichlorophenyl)-1,4-oxazepane-4-carboxylate). As a reaction SMILES: [C:1]([CH2:3][CH:4]1[CH:10]([C:11]2[CH:16]=[CH:15][C:14]([Cl:17])=[C:13]([Cl:18])[CH:12]=2)[O:9][CH2:8][CH2:7][N:6]([C:19]([O:21][C:22]([CH3:25])([CH3:24])[CH3:23])=[O:20])[CH2:5]1)#[N:2].C(=O)([O-])[OH:27].[Na+].OO.S([O-])([O-])(=O)=S.[Na+].[Na+]>CO.O>[NH2:2][C:1](=[O:27])[CH2:3][CH:4]1[CH:10]([C:11]2[CH:16]=[CH:15][C:14]([Cl:17])=[C:13]([Cl:18])[CH:12]=2)[O:9][CH2:8][CH2:7][N:6]([C:19]([O:21][C:22]([CH3:25])([CH3:24])[CH3:23])=[O:20])[CH2:5]1 |f:1.2,4.5.6|. Starting materials: COC1=NC(=CC=C1OC)C#N (2,3-dimethoxy-6-cyanopyridine), Cl (HCl). Reagents/catalysts: [OH-].[OH-].[Pd+2] (Pearlman's catalyst). The solvent is CO (MeOH). Run at time 1.5 hour. Product: COC1=NC(=CC=C1OC)CN (2,3-dimethoxy-6-aminomethylpyridine). As a reaction SMILES: [CH3:1][O:2][C:3]1[C:8]([O:9][CH3:10])=[CH:7][CH:6]=[C:5]([C:11]#[N:12])[N:4]=1.Cl>CO.[OH-].[OH-].[Pd+2]>[CH3:1][O:2][C:3]1[C:8]([O:9][CH3:10])=[CH:7][CH:6]=[C:5]([CH2:11][NH2:12])[N:4]=1 |f:3.4.5|. Procedure details: To a solution of 2,3-dimethoxy-6-cyanopyridine (11-5, 5.1g, 31.1 mmol) in MeOH (260 mL) was added Pearlman's catalyst (2.18 g, 3.11 mmol) and concentrated HCl (20.0 mL, 249 mmol). The system was then stirred under an atmosphere of hydrogen via a balloon for 1.5 h. The reaction contents were filtered through a pad of celite and methanol was removed in vacuo. The crude mixture was then basified using saturated Na2CO3 and then extracted using 4:1 Chloroform:Ethanol. The organic phase was washed wit... The reactants are C(C)(C)(C)OC(=O)N1CCC(CC1)(O)C=1N(C2=NC(=NC(=C2N1)N1CCOCC1)N1C(=NC2=C1C=CC=C2)CC)C (4-[2-(2-ethylbenzoimidazol-1-yl)-9-methyl-6-morpholin-4-yl-9H-purin-8-yl]-4-hydroxypiperidine-1-carboxylic acid tert-butyl ester), C(=O)(C(F)(F)F)O (TFA). Solvent: C(Cl)Cl (DCM). Run at time 3 hour. Product: C(C)C1=NC2=C(N1C1=NC(=C3N=C(N(C3=N1)C)C1(CCNCC1)O)N1CCOCC1)C=CC=C2 (4-[2-(2-Ethylbenzoimidazol-1-yl)-9-methyl-6-morpholin-4-yl-9H-purin-8-yl]piperidin-4-ol). Yield: 102.9%. RXN SMILES: C(OC([N:8]1[CH2:13][CH2:12][C:11]([C:15]2[N:16]([CH3:41])[C:17]3[C:22]([N:23]=2)=[C:21]([N:24]2[CH2:29][CH2:28][O:27][CH2:26][CH2:25]2)[N:20]=[C:19]([N:30]2[C:34]4[CH:35]=[CH:36][CH:37]=[CH:38][C:33]=4[N:32]=[C:31]2[CH2:39][CH3:40])[N:18]=3)([OH:14])[CH2:10][CH2:9]1)=O)(C)(C)C.C(O)(C(F)(F)F)=O>C(Cl)Cl>[CH2:39]([C:31]1[N:30]([C:19]2[N:18]=[C:17]3[C:22]([N:23]=[C:15]([C:11]4([OH:14])[CH2:10][CH2:9][NH:8][CH2:13][CH2:12]4)[N:16]3[CH3:41])=[C:21]([N:24]3[CH2:25][CH2:26][O:27][CH2:28][CH2:29]3)[N:20]=2)[C:34]2[CH:35]=[CH:36][CH:37]=[CH:38][C:33]=2[N:32]=1)[CH3:40]. Reported procedure: To a solution of 4-[2-(2-ethylbenzoimidazol-1-yl)-9-methyl-6-morpholin-4-yl-9H-purin-8-yl]-4-hydroxypiperidine-1-carboxylic acid tert-butyl ester (1.3 g, 2.31 mmol) in DCM (10 mL) was added TFA (2 mL) and the resulting mixture allowed to stir at r.t. for 3 h. The reaction mixture was concentrated in vacuo and the resulting residue loaded onto an Isolute® SCX-2 cartridge which was washed with MeOH and the product eluted with 2M NH3/MeOH affording 4-[2-(2-Ethylbenzoimidazol-1-yl)-9-methyl-6-morpho... Reactants: NC=1C(=NON1)C1=NOC(N1CC1=CC=CC=C1)=O (3-(4-amino-1,2,5-oxadiazol-3-yl)-4-benzyl-1,2,4-oxadiazol-5(4H)-one), C(C1=CC=CC=C1)(=O)Cl (benzoyl chloride). The product is C(C1=CC=CC=C1)NC(C=1C(=NON1)NC(C1=CC=CC=C1)=O)=NO (N-{4-[(Benzylamino)(hydroxyimino)methyl]-1,2,5-oxadiazol-3-yl}benzamide). RXN SMILES: [NH2:1][C:2]1[C:3]([C:7]2[N:11]([CH2:12][C:13]3[CH:18]=[CH:17][CH:16]=[CH:15][CH:14]=3)C(=O)[O:9][N:8]=2)=[N:4][O:5][N:6]=1.[C:20](Cl)(=[O:27])[C:21]1[CH:26]=[CH:25][CH:24]=[CH:23][CH:22]=1>>[CH2:12]([NH:11][C:7](=[N:8][OH:9])[C:3]1[C:2]([NH:1][C:20](=[O:27])[C:21]2[CH:26]=[CH:25][CH:24]=[CH:23][CH:22]=2)=[N:6][O:5][N:4]=1)[C:13]1[CH:14]=[CH:15][CH:16]=[CH:17][CH:18]=1. Reported procedure: This compound was prepared according to the procedure of Example 35 using 3-(4-amino-1,2,5-oxadiazol-3-yl)-4-benzyl-1,2,4-oxadiazol-5(4H)-one and benzoyl chloride as the starting materials. LCMS for C17H16N5O3 (M+H)+: m/z=338.2.